From a dataset of the Open Reaction Database (ORD), a public repository of structured organic reaction records. describe an organic reaction: reactants, conditions, products, and yield Starting materials: CO, [H][H], N, N#CCN1CCC(Nc2nc3cccnc3n2Cc2ccccn2)CC1. The product is NCCN1CCC(Nc2nc3cccnc3n2Cc2ccccn2)CC1. RXN SMILES: [CH3:30][OH:31].[H:28][H:29].[NH3:27].[n:1]1[c:2]([CH2:7][n:8]2[c:9]([NH:17][CH:18]3[CH2:19][CH2:20][N:21]([CH2:24][C:25]#[N:26])[CH2:22][CH2:23]3)[n:10][c:11]3[c:12]2[n:13][cH:14][cH:15][cH:16]3)[cH:3][cH:4][cH:5][cH:6]1>>[n:1]1[c:2]([CH2:7][n:8]2[c:9]([NH:17][CH:18]3[CH2:19][CH2:20][N:21]([CH2:24][CH2:25][NH2:26])[CH2:22][CH2:23]3)[n:10][c:11]3[c:12]2[n:13][cH:14][cH:15][cH:16]3)[cH:3][cH:4][cH:5][cH:6]1.